From a dataset of the Open Reaction Database (ORD), a public repository of structured organic reaction records. describe an organic reaction: reactants, conditions, products, and yield The reactants are C(C)(=O)OCCS (2-mercaptoethyl acetate), C([O-])(O)=O.[Na+] (sodium bicarbonate), O (water), C[Sn](Cl)(Cl)Cl (monomethyltin trichloride). Run in CCCCCCC (heptane). Reaction conditions: time 1 hour. The product is SCCCC(=O)[O-].SCCCC(=O)[O-].SCCCC(=O)[O-].C[Sn+3] (monomethyltin tris(2-mercaptoethyl acetate)). Reaction SMILES: C(O[CH2:5][CH2:6][SH:7])(=O)C.O.[CH3:9][Sn:10](Cl)(Cl)Cl.[C:14](=[O:17])(O)[O-:15].[Na+]>CCCCCCC>[SH:7][CH2:6][CH2:5][CH2:9][C:14]([O-:15])=[O:17].[SH:7][CH2:6][CH2:5][CH2:9][C:14]([O-:15])=[O:17].[SH:7][CH2:6][CH2:5][CH2:9][C:14]([O-:15])=[O:17].[CH3:9][Sn+3:10] |f:3.4,6.7.8.9|. Reported procedure: Into a 2 liter flask is placed 182 gm (1.5 mole) 2-mercaptoethyl acetate, 200 ml water, 300 ml heptane and 120 gm (0.5 mole) monomethyltin trichloride. To the above stirred mixture is added portionwise 126 gm (1.5 mole) sodium bicarbonate maintaining a pot temperature of 25°-40° C. by the addition rate. When addition is complete, allow to stir 1 hour at 25°-40° C. The layers are separated and the organic phase washed with 200 ml water. The heptane is removed under vacuum. A yield of 240 gm, mono... Reactants: C(=O)(OC(C)(C)C)N[C@@H](CC(C)C)C(=O)O (Boc-leucine), peptide, N[C@@H](CC1=CC=C(C=C1)OC(=O)OCC1=C(Br)C=CC=C1)C(=O)N[C@H](C)C(=O)N[C@@H](CC1=CC=CC=C1)C(=O)N[C@@H](CC(C)C)C(=O)O (H-Tyr(BrZ)-DAla-Phe-Leu), chloromethyl polystyrene, N[C@@H](CC(C)C)C(=O)O (leucine), N (ammonia). Run in CO (methanol). Reaction conditions: time 2 day. The product is N[C@@H](CC1=CC=C(C=C1)O)C(=O)N[C@H](C)C(=O)N[C@@H](CC1=CC=CC=C1)C(=O)N[C@@H](CC(C)C)C(=O)N (H-Tyr-DAla-Phe-Leu-NH2). RXN SMILES: [C:1]([NH:8][C@H:9]([C:14]([OH:16])=O)[CH2:10][CH:11]([CH3:13])[CH3:12])([O:3]C(C)(C)C)=O.[NH2:17][C@H](C(O)=O)CC(C)C.[NH2:26][C@H:27]([C:47]([NH:49][C@@H:50]([C:52]([NH:54][C@H:55](C(N[C@H](C(O)=O)CC(C)C)=O)[CH2:56][C:57]1[CH:62]=[CH:61][CH:60]=[CH:59][CH:58]=1)=[O:53])[CH3:51])=[O:48])[CH2:28][C:29]1[CH:34]=[CH:33][C:32]([O:35]C(OCC2C=CC=CC=2Br)=O)=[CH:31][CH:30]=1.N>CO>[NH2:26][C@H:27]([C:47]([NH:49][C@@H:50]([C:52]([NH:54][C@H:55]([C:1]([NH:8][C@H:9]([C:14]([NH2:17])=[O:16])[CH2:10][CH:11]([CH3:12])[CH3:13])=[O:3])[CH2:56][C:57]1[CH:58]=[CH:59][CH:60]=[CH:61][CH:62]=1)=[O:53])[CH3:51])=[O:48])[CH2:28][C:29]1[CH:34]=[CH:33][C:32]([OH:35])=[CH:31][CH:30]=1. Reported procedure: Boc-leucine was esterified to chloromethyl polystyrene-1% divinylbenzene in the standard way (cf. Stewart and Young) to give a product containing 0.347 mmoles leucine per gram resin. The peptide sequence was assembled on the resin in the standard way described for Example 1 above, using the Beckman 990 synthesizer. H-Tyr(BrZ)-DAla-Phe-Leu-resin was suspended in anhydrous methanol in a pressure vessel. The solution was chilled to -20°, saturated with ammonia gas, and the vessel was closed and sti...